Dataset: the Open Reaction Database (ORD), a public repository of structured organic reaction records. Task: describe an organic reaction: reactants, conditions, products, and yield Conditions: time 30 minute. RXN SMILES: Br[C:2]1[S:3][CH:4]=[CH:5][CH:6]=1.C([Li])CCC.[CH2:12]([Sn:16](Cl)([CH2:21][CH2:22][CH2:23][CH3:24])[CH2:17][CH2:18][CH2:19][CH3:20])[CH2:13][CH2:14][CH3:15].O>O1CCCC1.CCCCCC>[CH2:21]([Sn:16]([CH2:12][CH2:13][CH2:14][CH3:15])([CH2:17][CH2:18][CH2:19][CH3:20])[C:2]1[S:3][CH:4]=[CH:5][CH:6]=1)[CH2:22][CH2:23][CH3:24]. The product is C(CCC)[Sn](C=1SC=CC1)(CCCC)CCCC (tributyl(2-thienyl)stannane). Procedure: A solution (10 mL) of 2-bromothiophene (1.0 g) in tetrahydrofuran was cooled to −70° C., and a 1.6 mol/L solution (4.2 mL) of n-butyllithium in hexane was added dropwise. After stirring at the same temperature for 30 min, tributyltin chloride (2.1 g) was added dropwise. After further stirring for 1 hr, water was added to the reaction mixture, and the mixture was extracted with ethyl acetate. The extract was washed with saturated brine, dried over anhydrous sodium sulfate, and concentrated under ... Run in CCCCCC (hexane), O1CCCC1 (tetrahydrofuran). The reactants are solution, C(CCC)[Li] (n-butyllithium), C(CCC)[Sn](CCCC)(CCCC)Cl (tributyltin chloride), BrC=1SC=CC1 (2-bromothiophene), O (water). Reactants: NC=1C=C2CCC(N(C2=CC1)CC(C)N1CCCC1)=O (6-amino-1-(2-(pyrrolidin-1-yl)propyl)-3,4-dihydroquinolin-2(1H)-one), I.S1C(=CC=C1)C(=N)SC (methyl thiophene-2-carbimidothioate hydroiodide), N (NH3). Run in C(Cl)Cl (CH2Cl2), CCO (EtOH), CO.C(Cl)Cl (MeOH CH2Cl2). Run at time 8 hour. The product is O=C1N(C2=CC=C(C=C2CC1)NC(=N)C=1SC=CC1)CC(C)N1CCCC1 (N-(2-oxo-1-(2-(pyrrolidin-1-yl)propyl)-1,2,3,4-tetrahydroquinolin-6-yl)thiophene-2-carboximidamide). RXN SMILES: [NH2:1][C:2]1[CH:3]=[C:4]2[C:9](=[CH:10][CH:11]=1)[N:8]([CH2:12][CH:13]([N:15]1[CH2:19][CH2:18][CH2:17][CH2:16]1)[CH3:14])[C:7](=[O:20])[CH2:6][CH2:5]2.I.[S:22]1[CH:26]=[CH:25][CH:24]=[C:23]1[C:27](SC)=[NH:28].N>CCO.C(Cl)Cl.CO.C(Cl)Cl>[O:20]=[C:7]1[CH2:6][CH2:5][C:4]2[C:9](=[CH:10][CH:11]=[C:2]([NH:1][C:27]([C:23]3[S:22][CH:26]=[CH:25][CH:24]=3)=[NH:28])[CH:3]=2)[N:8]1[CH2:12][CH:13]([N:15]1[CH2:16][CH2:17][CH2:18][CH2:19]1)[CH3:14] |f:1.2,6.7|. Procedure details: A solution of 6-amino-1-(2-(pyrrolidin-1-yl)propyl)-3,4-dihydroquinolin-2(1H)-one (240 mg, 0.88 mmol) in 10 mL EtOH was treated with methyl thiophene-2-carbimidothioate hydroiodide (501 mg, 1.76 mmol) and stirred overnight at room temperature. The mixture was diluted with CH2Cl2 (10 mL) and argon was bubbled through the solution for 20 minutes. The solution was partitioned between CH2Cl2 (100 mL) and saturated sodium carbonate (20 mL). The organic layer was separated and the aqueous layer was ex... Reactants: CCOC(=O)C(CCc1ccccc1)NC(C)C(=O)O, O=C(OCc1ccccc1)C1CCCN1, ClCCl, CN1CCOCC1, C(=NC1CCCCC1)=NC1CCCCC1, ClCCl, Cl, Cl, CN(C)C=O, On1nnc2ccccc21. Product: CCOC(=O)C(CCc1ccccc1)NC(C)C(=O)N1CCCC1C(=O)OCc1ccccc1. Reaction SMILES: [CH2:18]([CH3:19])[O:20][C:21](=[O:22])[CH:23]([CH2:24][CH2:25][c:26]1[cH:27][cH:28][cH:29][cH:30][cH:31]1)[NH:32][CH:33]([CH3:34])[C:35](=[O:36])[OH:37].[CH2:2]([c:3]1[cH:4][cH:5][cH:6][cH:7][cH:8]1)[O:9][C:10]([CH:11]1[NH:12][CH2:13][CH2:14][CH2:15]1)=[O:16].[CH2:78]([Cl:79])[Cl:80].[CH3:38][N:39]1[CH2:40][CH2:41][O:42][CH2:43][CH2:44]1.[CH:55]1([N:56]=[C:57]=[N:58][CH:59]2[CH2:60][CH2:61][CH2:62][CH2:63][CH2:64]2)[CH2:65][CH2:66][CH2:67][CH2:68][CH2:69]1.[Cl:75][CH2:76][Cl:77].[ClH:17].[ClH:1].[O:70]=[CH:71][N:72]([CH3:73])[CH3:74].[OH:45][n:46]1[c:47]2[cH:48][cH:49][cH:50][cH:51][c:52]2[n:53][n:54]1>>[CH2:2]([c:3]1[cH:4][cH:5][cH:6][cH:7][cH:8]1)[O:9][C:10]([CH:11]1[N:12]([C:35]([CH:33]([NH:32][CH:23]([C:21]([O:20][CH2:18][CH3:19])=[O:22])[CH2:24][CH2:25][c:26]2[cH:27][cH:28][cH:29][cH:30][cH:31]2)[CH3:34])=[O:36])[CH2:13][CH2:14][CH2:15]1)=[O:16]. Reactants: CC(=O)Cl, Cl, O=C(NC1CCNCC1)c1c[nH]c2c(-c3c(OCC4CCC4)ccc4c3OCO4)ncnc12. RXN SMILES: [CH3:35][C:36]([Cl:37])=[O:38].[ClH:1].[NH:2]1[CH2:3][CH2:4][CH:5]([NH:8][C:9](=[O:10])[c:11]2[cH:12][nH:13][c:14]3[c:15]2[n:16][cH:17][n:18][c:19]3-[c:20]2[c:21]([O:29][CH2:30][CH:31]3[CH2:32][CH2:33][CH2:34]3)[cH:22][cH:23][c:24]3[c:28]2[O:27][CH2:26][O:25]3)[CH2:6][CH2:7]1>>[N:2]1([C:36]([CH3:35])=[O:38])[CH2:3][CH2:4][CH:5]([NH:8][C:9](=[O:10])[c:11]2[cH:12][nH:13][c:14]3[c:15]2[n:16][cH:17][n:18][c:19]3-[c:20]2[c:21]([O:29][CH2:30][CH:31]3[CH2:32][CH2:33][CH2:34]3)[cH:22][cH:23][c:24]3[c:28]2[O:27][CH2:26][O:25]3)[CH2:6][CH2:7]1. Product: CC(=O)N1CCC(NC(=O)c2c[nH]c3c(-c4c(OCC5CCC5)ccc5c4OCO5)ncnc23)CC1. Reactants: C1(=CC=CC2=CC=CC=C12)OC(C(=O)OCC[C@]1(OC2=C(C(=C(C(=C2CC1)C)OC(C)=O)C)C)C)C ((S)-2,5,7,8-tetramethyl-6-acetoxychroman-2-ylethyl (-)-naphth-1-yloxypropionate), [OH-].[K+] (KOH). Run in CO (methanol). Yields the product O1C(CCC2=CC=CC=C12)[C@H](C)O ((S)-chromanyl ethanol). Yield: 31.0%. Reaction SMILES: C1(OC(C)C(O[CH2:16][CH2:17][C@:18]2(C)[CH2:27][CH2:26][C:25]3[C:20](=[C:21](C)[C:22](C)=[C:23](OC(=O)C)[C:24]=3C)[O:19]2)=O)C2C(=CC=CC=2)C=CC=1.[OH-:37].[K+]>CO>[O:19]1[C:20]2[C:25](=[CH:24][CH:23]=[CH:22][CH:21]=2)[CH2:26][CH2:27][CH:18]1[C@@H:17]([OH:37])[CH3:16] |f:1.2|. Procedure: 4 g of the ester prepared in this manner were dissolved in 140 ml of methanol, and the solution was refluxed with 16.4 ml of 1M KOH for 1.5 hours. Working up by a procedure similar to that described in Example 1c gave the desired (S)-chromanyl ethanol in a yield of 31% of theory, based on racemic chromanol used. The reactants are C(C)(C)(C)OC(=O)N1CCNCC1 (1-tert-butoxycarbonylpiperazine), C(O)([O-])=O.[Na+] (sodium hydrogen carbonate), BrC=1C=C2C=CC(=CC2=CC1)S(=O)(=O)Cl (6-bromonaphthalene-2-sulfonylchloride). The solvent is C(C)(=O)OCC (ethyl acetate). Run at time 1 hour. The product is C(C)(C)(C)OC(=O)N1CCN(CC1)S(=O)(=O)C1=CC2=CC=C(C=C2C=C1)Br (1-(tert-butoxycarbonyl)-4-(6-bromonaphthalene-2-sulfonyl)piperazine). The yield is 92.6%. As a reaction SMILES: [C:1]([O:5][C:6]([N:8]1[CH2:13][CH2:12][NH:11][CH2:10][CH2:9]1)=[O:7])([CH3:4])([CH3:3])[CH3:2].C(=O)([O-])O.[Na+].[Br:19][C:20]1[CH:21]=[C:22]2[C:27](=[CH:28][CH:29]=1)[CH:26]=[C:25]([S:30](Cl)(=[O:32])=[O:31])[CH:24]=[CH:23]2>C(OCC)(=O)C>[C:1]([O:5][C:6]([N:8]1[CH2:13][CH2:12][N:11]([S:30]([C:25]2[CH:24]=[CH:23][C:22]3[C:27](=[CH:28][CH:29]=[C:20]([Br:19])[CH:21]=3)[CH:26]=2)(=[O:31])=[O:32])[CH2:10][CH2:9]1)=[O:7])([CH3:4])([CH3:2])[CH3:3] |f:1.2|. Procedure details: To a mixture of 1-tert-butoxycarbonylpiperazine (1.25 g), sodium hydrogen carbonate solution (10 ml) and ethyl acetate (10 ml), was added 6-bromonaphthalene-2-sulfonylchloride (2.05 g), and the mixture was stirred at room temperature for 1 hour and extracted with dichloromethane. The extract was washed with water, dried and concentrated. The residue was crystallized with diisopropylether to give 1-(tert-butoxycarbonyl)-4-(6-bromonaphthalene-2-sulfonyl)piperazine as colorless crystals (2.83 g). Reaction conditions: temperature 0 celsius, time 2 hour. Yields the product C(C)C1(COS(OC1)=O)CC (5,5-diethyl-[1,3,2]dioxathiane 2-oxide). Solvent: C(C)OCC (ethyl ether). Procedure details: Step A A mixture of 2,2-diethyl-propane-1,3-diol (Aldrich) (5.5 g, 40 mmol) in anhydrous ethyl ether (100 mL) at 0° C. was added thionyl chloride (10.6 g, 90 mmol). The reaction mixture was stirred at 0° C. for 2 h. Water was added. The organic layer was separated, the aqueous layer was then extracted with ethyl ether. The combined organic layers were washed with saturated aqueous NaHCO3 solution, brine, dried over MgSO4, concentrated to give 5,5-diethyl-[1,3,2]dioxathiane 2-oxide as a colorless... Reactants: S(=O)(Cl)Cl (thionyl chloride), C(C)C(CO)(CO)CC (2,2-diethyl-propane-1,3-diol), O (Water). Yield: 98.2%. Reaction SMILES: [CH2:1]([C:3]([CH2:8][CH3:9])([CH2:6][OH:7])[CH2:4][OH:5])[CH3:2].[S:10](Cl)(Cl)=[O:11].O>C(OCC)C>[CH2:1]([C:3]1([CH2:8][CH3:9])[CH2:6][O:7][S:10](=[O:11])[O:5][CH2:4]1)[CH3:2].